describe an organic reaction: reactants, conditions, products, and yield From a dataset of the Open Reaction Database (ORD), a public repository of structured organic reaction records. Reactants: BrC1=CC=C(C=C1)OC(F)(F)F (1-bromo-4-(trifluoromethoxy)benzene), C(CCC)N(CCCC)CCCC (tributylamine), BrC1=CC=C(C=C1)OC(F)(F)F (1-bromo-4-(trifluoromethoxy)benzene), C(CCC)N(CCCC)CCCC (tributylamine), C(C1=CC=CC=C1)(=O)NC1=C(C(=O)OC(C)(C)C)C=CC(=C1)C=C (tert-butyl 2-(benzamido)-4-vinylbenzoate), C(CC(O)(C(=O)O)CC(=O)O)(=O)O (citric acid). Reagents/catalysts: C(C)(=O)[O-].[Pd+2].C(C)(=O)[O-] (palladium acetate), C(C)(=O)[O-].[Pd+2].C(C)(=O)[O-] (palladium acetate). Run in CN(C(C)=O)C (N,N-dimethylacetamide), C(C)(=O)OCC (ethyl acetate). Conditions: temperature 110 celsius, time 3 hour. The product is C(C1=CC=CC=C1)(=O)NC1=C(C(=O)OC(C)(C)C)C=CC(=C1)\C=C\C1=CC=C(C=C1)OC(F)(F)F (tert-butyl 2-(benzamido)-4-((E)-2-(4-(trifluoromethoxy)phenyl)vinyl)benzoate). As a reaction SMILES: Br[C:2]1[CH:7]=[CH:6][C:5]([O:8][C:9]([F:12])([F:11])[F:10])=[CH:4][CH:3]=1.C(N(CCCC)CCCC)CCC.[C:26]([NH:34][C:35]1[CH:47]=[C:46]([CH:48]=[CH2:49])[CH:45]=[CH:44][C:36]=1[C:37]([O:39][C:40]([CH3:43])([CH3:42])[CH3:41])=[O:38])(=[O:33])[C:27]1[CH:32]=[CH:31][CH:30]=[CH:29][CH:28]=1.C(O)(=O)CC(CC(O)=O)(C(O)=O)O>C([O-])(=O)C.[Pd+2].C([O-])(=O)C.C(OCC)(=O)C.CN(C)C(=O)C>[C:26]([NH:34][C:35]1[CH:47]=[C:46](/[CH:48]=[CH:49]/[C:2]2[CH:7]=[CH:6][C:5]([O:8][C:9]([F:12])([F:11])[F:10])=[CH:4][CH:3]=2)[CH:45]=[CH:44][C:36]=1[C:37]([O:39][C:40]([CH3:42])([CH3:43])[CH3:41])=[O:38])(=[O:33])[C:27]1[CH:28]=[CH:29][CH:30]=[CH:31][CH:32]=1 |f:4.5.6|. Procedure: 0.10 mL of 1-bromo-4-(trifluoromethoxy)benzene, 0.22 mL of tributylamine and 5.2 mg of palladium acetate were added to 2.0 mL of N,N-dimethylacetamide solution containing 0.15 g of tert-butyl 2-(benzamido)-4-vinylbenzoate at room temperature and stirred under nitrogen atmosphere at 110° C. for 3 hours. After the reaction mixture was cooled to room temperature, 0.07 mL of 1-bromo-4-(trifluoromethoxy)benzene, 0.11 mL of tributylamine and 5.2 mg of palladium acetate were added at room temperature a... Reactants: C(C)(C)NC1=CC(=CC(=N1)C1=NC=CC=C1)C=1C=NC=C(C1)C1=CC=C(C=C1)C(=O)N1CCN(CC1)C(C)C ([4-(6′-Isopropylamino-[2,2′;4′,3″]terpyridin-5″-yl)-phenyl]-(4-isopropyl-piperazin-1-yl)-methanone), B(O)O (boronic acid), C(C)(C)N1CCN(CC1)C(=O)C1=CC=C(C=C1)B1OC(C(O1)(C)C)(C)C ((4-Isopropyl-piperazin-1-yl)-[4-(4,4,5,5-tetramethyl-[1,3,2]dioxaborolan-2-yl)-phenyl]-methanone), C(C)(C)N1CCN(CC1)C(=O)C1=CC=C(C=C1)B1OC(C(O1)(C)C)(C)C ((4-Isopropyl-piperazin-1-yl)-[4-(4,4,5,5-tetramethyl-[1,3,2]dioxaborolan-2-yl)-phenyl]-methanone). Product: CNC1=CC(=CC(=N1)C1=NC=CC=C1)C=1C=NC=C(C1)C1=CC=C(C=C1)C(=O)N1CCNCC1 ([4-(6′-Methylamino-[2,2′;4′,3″]terpyridin-5″-yl)-phenyl]-piperazin-1-yl-methanone). As a reaction SMILES: [CH:1]([NH:4][C:5]1[N:10]=[C:9]([C:11]2[CH:16]=[CH:15][CH:14]=[CH:13][N:12]=2)[CH:8]=[C:7]([C:17]2[CH:18]=[N:19][CH:20]=[C:21]([C:23]3[CH:28]=[CH:27][C:26]([C:29]([N:31]4[CH2:36][CH2:35][N:34](C(C)C)[CH2:33][CH2:32]4)=[O:30])=[CH:25][CH:24]=3)[CH:22]=2)[CH:6]=1)(C)C.C(N1CCN(C(C2C=CC(B3OC(C)(C)C(C)(C)O3)=CC=2)=O)CC1)(C)C.B(O)O>>[CH3:1][NH:4][C:5]1[N:10]=[C:9]([C:11]2[CH:16]=[CH:15][CH:14]=[CH:13][N:12]=2)[CH:8]=[C:7]([C:17]2[CH:18]=[N:19][CH:20]=[C:21]([C:23]3[CH:24]=[CH:25][C:26]([C:29]([N:31]4[CH2:36][CH2:35][NH:34][CH2:33][CH2:32]4)=[O:30])=[CH:27][CH:28]=3)[CH:22]=2)[CH:6]=1. Reported procedure: This compound is prepared analogously to [4-(6′-Isopropylamino-[2,2′;4′,3″]terpyridin-5″-yl)-phenyl]-(4-isopropyl-piperazin-1-yl)-methanone (Example 2.46) by replacing (4-Isopropyl-piperazin-1-yl)-[4-(4,4,5,5-tetramethyl-[1,3,2]dioxaborolan-2-yl)-phenyl]-methanone (Intermediate B4) with the appropriate boronic acid. Reactants: [Si](O)(O)(O)O (silicic acid), [Si](O)(O)(O)O (silicic acid), C1(=CC=CC=C1)O (phenol), C([O-])([O-])=O.[Na+].[Na+] (sodium carbonate), C1(=CC=CC=C1)O (phenol). The product is [Si](O)(O)(O)O.C1(=CC=CC=C1)O (phenol silicate). RXN SMILES: [Si:1]([OH:5])([OH:4])([OH:3])[OH:2].[C:6]1([OH:12])[CH:11]=[CH:10][CH:9]=[CH:8][CH:7]=1.C(=O)([O-])[O-].[Na+].[Na+]>>[Si:1]([OH:5])([OH:4])([OH:3])[OH:2].[C:6]1([OH:12])[CH:11]=[CH:10][CH:9]=[CH:8][CH:7]=1 |f:2.3.4,5.6|. Procedure details: Moist silicic acid gel, equivalent to 20 parts by weight of dry silicic acid gel, about equal parts by weight of phenol and 3 parts by weight of sodium carbonate are heated to just below the boiling point of phenol for 20 to 60 minutes, thereby producing tan granules of phenol silicate. The phenol silicate is mixed with 20 parts by weight of crotonaldehyde then heated to 70° to 90° C. while agitating under ambient pressure for 20 to 70 minutes, thereby producing a yellow poly(crotonaldehyde phen... Starting materials: C1(CCCCC1)N=C=NC1CCCCC1 (dicyclohexylcarbodiimide), C(=S)=S (carbon disulfide), C(C)(C)(C)C1=CC=C(CN)C=C1 (4-t-butylbenzylamine). The solvent is C(C)OCC (diethyl ether). Conditions: time 12 hour. Yields the product C(C)(C)(C)C1=CC=C(CN=C=S)C=C1 (4-t-butylbenzyl isothiocyanate). RXN SMILES: [C:1]([C:5]1[CH:12]=[CH:11][C:8]([CH2:9][NH2:10])=[CH:7][CH:6]=1)([CH3:4])([CH3:3])[CH3:2].C1(N=C=NC2CCCCC2)CCCCC1.[C:28](=S)=[S:29]>C(OCC)C>[C:1]([C:5]1[CH:6]=[CH:7][C:8]([CH2:9][N:10]=[C:28]=[S:29])=[CH:11][CH:12]=1)([CH3:4])([CH3:2])[CH3:3]. Procedure: 8.16 g of 4-t-butylbenzylamine was added dropwise at -10° C. with stirring to a mixture of 10.32 g of dicyclohexylcarbodiimide (DCC), 20 ml of carbon disulfide and 100 ml of diethyl ether. The temperature of the mixture was returned to room temperature, and it was left to stand for 12 hours. The reaction solution was filtered, and the residue was washed with diethyl ether. The filtrate was combined with the washing, and the solvent was evaporated under reduced pressure. The resulting oily produc... The reactants are IC=1C=CC2=C(C(=NCC(N2)=S)C2=CC=CC=C2)C1 (7-iodo-1,3-dihydro-5-phenyl-2H-1,4-benzodiazepine-2-thione), C1(=CC=CC=C1)CC(=O)NN (phenylacetic acid hydrazide), N#N (N2). Solvent: C(CCC)O (butanol). The product is IC=1C=CC2=C(C(=NCC=3N2C(=NN3)CC3=CC=CC=C3)C3=CC=CC=C3)C1 (8-Iodo-6-phenyl-1-(phenylmethyl)-4H-[1,2,4]triazolo[4,3-a][1,4]benzodiazepine). Reaction SMILES: [I:1][C:2]1[CH:3]=[CH:4][C:5]2[NH:11][C:10](=S)[CH2:9][N:8]=[C:7]([C:13]3[CH:18]=[CH:17][CH:16]=[CH:15][CH:14]=3)[C:6]=2[CH:19]=1.[C:20]1([CH2:26][C:27]([NH:29][NH2:30])=O)[CH:25]=[CH:24][CH:23]=[CH:22][CH:21]=1.N#N>C(O)CCC>[I:1][C:2]1[CH:3]=[CH:4][C:5]2[N:11]3[C:27]([CH2:26][C:20]4[CH:25]=[CH:24][CH:23]=[CH:22][CH:21]=4)=[N:29][N:30]=[C:10]3[CH2:9][N:8]=[C:7]([C:13]3[CH:18]=[CH:17][CH:16]=[CH:15][CH:14]=3)[C:6]=2[CH:19]=1. Reported procedure: A stirred mixture of 7-iodo-1,3-dihydro-5-phenyl-2H-1,4-benzodiazepine-2-thione (3.78 g, 0.01 mol), phenylacetic acid hydrazide (4.5 g, 0.03 mol) and butanol (150 ml) was heated to reflux while N2 was bubbled through the mixture. After refluxing 17 hours the reaction mixture was concentrated under vacuum. The residue was combined with ice water and allowed to stir for a few minutes. The resulting suspension was filtered and the filtered material washed with CH2Cl2. The filtrate was separated int... The reactants are O=C([O-])O, CC#N, COc1ccc2[nH]c(=O)cc(CCCl)c2c1, c1cc2sccc2c(N2CCNCC2)n1, [Na+]. Product: COc1ccc2[nH]c(=O)cc(CCN3CCN(c4nccc5sccc45)CC3)c2c1, Cl. Reaction SMILES: [C:32](=[O:33])([O-:34])[OH:35].[CH3:37][C:38]#[N:39].[Cl:1][CH2:2][CH2:3][c:4]1[cH:5][c:6](=[O:16])[nH:7][c:8]2[cH:9][cH:10][c:11]([O:14][CH3:15])[cH:12][c:13]12.[N:17]1([c:23]2[n:24][cH:25][cH:26][c:27]3[c:28]2[cH:29][cH:30][s:31]3)[CH2:18][CH2:19][NH:20][CH2:21][CH2:22]1.[Na+:36]>>[CH2:2]([CH2:3][c:4]1[cH:5][c:6](=[O:16])[nH:7][c:8]2[cH:9][cH:10][c:11]([O:14][CH3:15])[cH:12][c:13]12)[N:20]1[CH2:19][CH2:18][N:17]([c:23]2[n:24][cH:25][cH:26][c:27]3[c:28]2[cH:29][cH:30][s:31]3)[CH2:22][CH2:21]1.[ClH:1]. Starting materials: Cl.COC=1C=C(C=CC1OC)C=1C(C(N(N1)C1CCNCC1)=O)(C)C (5-(3,4-dimethoxyphenyl)-4,4-dimethyl-2-(piperidin-4-yl)-2,4-dihydro-3H-pyrazol-3-one hydrochloride), Cl.COC=1C=C(C=CC1OC)C=1C(C(N(N1)C1CCNCC1)=O)(C)C (5-(3,4-dimethoxyphenyl)-4,4-dimethyl-2-(piperidin-4-yl)-2,4-dihydro-3H-pyrazol-3-one hydrochloride), CN(C=1C=C(C(=O)O)C=CC1)C (3-(dimethylamino)benzoic acid). Product: COC=1C=C(C=CC1OC)C=1C(C(N(N1)C1CCN(CC1)C(=O)C1=CC(=CC=C1)N(C)C)=O)(C)C (5-(3,4-Dimethoxyphenyl)-2-(1-{[3-(dimethylamino)phenyl]carbonyl}piperidin-4-yl)-4,4-dimethyl-2,4-dihydro-3H-pyrazol-3-one). RXN SMILES: Cl.[CH3:2][O:3][C:4]1[CH:5]=[C:6]([C:12]2[C:13]([CH3:25])([CH3:24])[C:14](=[O:23])[N:15]([CH:17]3[CH2:22][CH2:21][NH:20][CH2:19][CH2:18]3)[N:16]=2)[CH:7]=[CH:8][C:9]=1[O:10][CH3:11].[CH3:26][N:27]([CH3:37])[C:28]1[CH:29]=[C:30]([CH:34]=[CH:35][CH:36]=1)[C:31](O)=[O:32]>>[CH3:2][O:3][C:4]1[CH:5]=[C:6]([C:12]2[C:13]([CH3:25])([CH3:24])[C:14](=[O:23])[N:15]([CH:17]3[CH2:22][CH2:21][N:20]([C:31]([C:30]4[CH:34]=[CH:35][CH:36]=[C:28]([N:27]([CH3:37])[CH3:26])[CH:29]=4)=[O:32])[CH2:19][CH2:18]3)[N:16]=2)[CH:7]=[CH:8][C:9]=1[O:10][CH3:11] |f:0.1|. Procedure: The title compound is prepared analogously as described for GP2-WU2 using 5-(3,4-dimethoxyphenyl)-4,4-dimethyl-2-(piperidin-4-yl)-2,4-dihydro-3H-pyrazol-3-one (compound B1) and 3-(dimethylamino)benzoic acid as starting compounds. The crude product is purified by chromatography (amino phase silica gel and DCM) and by crystallization from DCM and diethyl ether to yield the title compound.